This data is from the Open Reaction Database (ORD), a public repository of structured organic reaction records. The task is: describe an organic reaction: reactants, conditions, products, and yield The reactants are COC(=O)C(CCSC)NC(=O)c1ccc(CC(=O)O)cc1-c1ccccc1, CCN=C=NCCCN(C)C, CN(C)C=O, CCOC(C)=O, Cl, Nc1ccccn1, O=c1c2ccccc2nnn1O. The product is COC(=O)C(CCSC)NC(=O)c1ccc(CC(=O)Nc2ccccn2)cc1-c1ccccc1. Reaction SMILES: [CH3:1][O:2][C:3]([CH:4]([NH:5][C:6]([c:7]1[c:8](-[c:17]2[cH:18][cH:19][cH:20][cH:21][cH:22]2)[cH:9][c:10]([CH2:13][C:14](=[O:15])[OH:16])[cH:11][cH:12]1)=[O:23])[CH2:24][CH2:25][S:26][CH3:27])=[O:28].[CH3:49][N:50]([CH3:51])[CH2:52][CH2:53][CH2:54][N:55]=[C:56]=[N:57][CH2:58][CH3:59].[CH3:60][N:61]([CH3:62])[CH:63]=[O:64].[CH3:65][CH2:66][O:67][C:68](=[O:69])[CH3:70].[ClH:48].[NH2:41][c:42]1[n:43][cH:44][cH:45][cH:46][cH:47]1.[OH:29][n:30]1[c:31](=[O:32])[c:33]2[cH:34][cH:35][cH:36][cH:37][c:38]2[n:39][n:40]1>>[CH3:1][O:2][C:3]([CH:4]([NH:5][C:6]([c:7]1[c:8](-[c:17]2[cH:18][cH:19][cH:20][cH:21][cH:22]2)[cH:9][c:10]([CH2:13][C:14](=[O:15])[NH:41][c:42]2[n:43][cH:44][cH:45][cH:46][cH:47]2)[cH:11][cH:12]1)=[O:23])[CH2:24][CH2:25][S:26][CH3:27])=[O:28]. Reactants: O (water), [H][H] (hydrogen), 140, stainless steel, 390g, cupric oxide, C(C=C)#N (acrylonitrile). Reagents/catalysts: reduced copper. The product is C(C=C)#N (acrylonitrile), C(C=C)(=O)N (acrylamide). As a reaction SMILES: [H][H].[C:3](#[N:6])[CH:4]=[CH2:5].[OH2:7]>>[C:3](#[N:6])[CH:4]=[CH2:5].[C:3]([NH2:6])(=[O:7])[CH:4]=[CH2:5]. Procedure: Sample 1: A reaction tube made of SUS-27 stainless steel measuring 30 mm in inside diameter and 300 mm in length is filled with 390g (bulk volume: 220 ml) of cupric oxide tablets (manufactured by Nikki Kagaku KK). Then, reduction is carried out at 200° - 270°C by flowing hydrogen gas and nitrogen gas at the rates 200 and 400 ml/min respectively. By this, a reduced copper catalyst of percent reduction of 98%, as determined from the degree of decrease in quantity, is prepared. After this, acryloni... Reactants: O=C([O-])[O-], CC=CCBr, [K+], [K+], COC(=O)c1nc(N)ccc1Oc1nc(OC)cc(OC)n1, CN(C)C=O, O. The product is CC=CCNc1ccc(Oc2nc(OC)cc(OC)n2)c(C(=O)OC)n1. Reaction SMILES: [C:28](=[O:29])([O-:30])[O-:31].[CH2:23]([CH:24]=[CH:25][CH3:26])[Br:27].[K+:32].[K+:33].[NH2:1][c:2]1[cH:3][cH:4][c:5]([O:12][c:13]2[n:14][c:15]([O:21][CH3:22])[cH:16][c:17]([O:19][CH3:20])[n:18]2)[c:6]([C:8](=[O:9])[O:10][CH3:11])[n:7]1.[O:34]=[CH:35][N:36]([CH3:37])[CH3:38].[OH2:39]>>[NH:1]([c:2]1[cH:3][cH:4][c:5]([O:12][c:13]2[n:14][c:15]([O:21][CH3:22])[cH:16][c:17]([O:19][CH3:20])[n:18]2)[c:6]([C:8](=[O:9])[O:10][CH3:11])[n:7]1)[CH2:23][CH:24]=[CH:25][CH3:26]. The reactants are BrC1=NC=CC(=C1)C=CC1=CC(=CC=C1)C(F)(F)F (2-Bromo-4-[2-(3-trifluoromethyl-phenyl)-vinyl]-pyridine), C1(CCCCC1)P(C1=C(C=CC=C1)C1=CC=CC=C1)C1CCCCC1 (2-(dicyclohexylphosphino)biphenyl), [NH4+].[Cl-] (NH4Cl), [Li+].C[Si](C)(C)[N-][Si](C)(C)C (LiHMDS). Reagents/catalysts: C=1C=CC(=CC1)/C=C/C(=O)/C=C/C2=CC=CC=C2.C=1C=CC(=CC1)/C=C/C(=O)/C=C/C2=CC=CC=C2.C=1C=CC(=CC1)/C=C/C(=O)/C=C/C2=CC=CC=C2.[Pd].[Pd] (tris(dibenzylideneacetone)dipalladium(0)). Solvent: C1CCOC1 (THF), O (water). Yields the product FC(C=1C=C(C=CC1)C=CC1=CC(=NC=C1)N)(F)F (4-[2-(3-Trifluoromethyl-phenyl)-vinyl]-pyridin-2-ylamine). The yield is 83.0%. As a reaction SMILES: Br[C:2]1[CH:7]=[C:6]([CH:8]=[CH:9][C:10]2[CH:15]=[CH:14][CH:13]=[C:12]([C:16]([F:19])([F:18])[F:17])[CH:11]=2)[CH:5]=[CH:4][N:3]=1.C1(P(C2CCCCC2)C2C=CC=CC=2C2C=CC=CC=2)CCCCC1.[Li+].C[Si]([N-:50][Si](C)(C)C)(C)C.[NH4+].[Cl-]>C1COCC1.C1C=CC(/C=C/C(/C=C/C2C=CC=CC=2)=O)=CC=1.C1C=CC(/C=C/C(/C=C/C2C=CC=CC=2)=O)=CC=1.C1C=CC(/C=C/C(/C=C/C2C=CC=CC=2)=O)=CC=1.[Pd].[Pd].O>[F:17][C:16]([F:19])([F:18])[C:12]1[CH:11]=[C:10]([CH:9]=[CH:8][C:6]2[CH:5]=[CH:4][N:3]=[C:2]([NH2:50])[CH:7]=2)[CH:15]=[CH:14][CH:13]=1 |f:2.3,4.5,7.8.9.10.11|. Procedure details: 2-Bromo-4-[2-(3-trifluoromethyl-phenyl)-vinyl]-pyridine (289 mg, 0.88 mmol), tris(dibenzylideneacetone)dipalladium(0) (160 mg, 0.18 mmol) and 2-(dicyclohexylphosphino)biphenyl (160 mg, 0.46 mmol) are mixed in dry THF (6 mL). Then Argon is bubbled through the solution for 5 min and 1.0 M LiHMDS (3.1 mL, 3.1 mmol) is added. Then the reaction mixture is heated at 65° C. for 16 hrs before the saturated NH4Cl aqueous solution (20 mL) is added along with water (30 mL). The mixture is extracted with Et... Procedure details: A round bottom flask was charged under inert atmosphere with copper iodide (760 mg, 4 mmol), cesium carbonate (3.91 g, 12 mmol) then dimethylformamide (20 mL), previously degassed, was added followed by 2-Bromophenylacetonitrile (519 μL, 4 mmol), 3-Methylpyrazole (3.32 mL, 40 mmol) and N—N′-dimethylethylenediamine (425.86 μL, 4 mmol). The reaction mixture was heated to 120° C. for 2.5 hours. After cooling the reaction mixture was filtered through a Celite pad that was rinsed with dimethylformami... Reagents/catalysts: [Cu](I)I (copper iodide). Run at temperature 120 celsius. Yield: 38.0%. As a reaction SMILES: C(=O)([O-])[O-].[Cs+].[Cs+].Br[C:8]1[CH:13]=[CH:12][CH:11]=[CH:10][C:9]=1[CH2:14][C:15]#[N:16].[CH3:17][C:18]1[CH:22]=[CH:21][NH:20][N:19]=1>[Cu](I)I>[CH3:17][C:18]1[CH:22]=[CH:21][N:20]([C:8]2[CH:13]=[CH:12][CH:11]=[CH:10][C:9]=2[CH2:14][C:15]#[N:16])[N:19]=1 |f:0.1.2|. The reactants are CC1=NNC=C1 (3-Methylpyrazole), N—N′-dimethylethylenediamine, BrC1=C(C=CC=C1)CC#N (2-Bromophenylacetonitrile), C([O-])([O-])=O.[Cs+].[Cs+] (cesium carbonate). Product: CC1=NN(C=C1)C1=C(C=CC=C1)CC#N ([2-(3-Methyl-pyrazol-1-yl)-phenyl]acetonitrile), oil. The reactants are ClC1=NC(=C(C(=N1)NNC([C@@H](CN(C=O)OC1OCCCC1)CC1CCCC1)=O)F)N(C)CC=1OC=CC1 ([(2R)-3-(2-{2-Chloro-5-fluoro-6-[(2-furanylmethyl)(methyl)amino]-4-pyrimidinyl}hydrazino)-2-(cyclopentylmethyl)-3-oxopropyl](tetrahydro-2H-pyran-2-yloxy)formamide). The solvent is C(C)(=O)O (acetic acid), O (water). Reaction conditions: time 8 hour. The product is ClC1=NC(=C(C(=N1)NNC([C@@H](CN(C=O)O)CC1CCCC1)=O)F)N(C)CC=1OC=CC1 ([(2R)-3-(2-{2-chloro-5-fluoro-6-[(2-furanylmethyl)(methyl)amino]-4-pyrimidinyl}hydrazino)-2-(cyclopentylmethyl)-3-oxopropyl]hydroxyformamide). Yield: 59.3%. Reaction SMILES: [Cl:1][C:2]1[N:7]=[C:6]([NH:8][NH:9][C:10](=[O:29])[C@H:11]([CH2:23][CH:24]2[CH2:28][CH2:27][CH2:26][CH2:25]2)[CH2:12][N:13]([O:16]C2CCCCO2)[CH:14]=[O:15])[C:5]([F:30])=[C:4]([N:31]([CH2:33][C:34]2[O:35][CH:36]=[CH:37][CH:38]=2)[CH3:32])[N:3]=1>C(O)(=O)C.O>[Cl:1][C:2]1[N:7]=[C:6]([NH:8][NH:9][C:10](=[O:29])[C@H:11]([CH2:23][CH:24]2[CH2:25][CH2:26][CH2:27][CH2:28]2)[CH2:12][N:13]([OH:16])[CH:14]=[O:15])[C:5]([F:30])=[C:4]([N:31]([CH2:33][C:34]2[O:35][CH:36]=[CH:37][CH:38]=2)[CH3:32])[N:3]=1. Reported procedure: [(2R)-3-(2-{2-Chloro-5-fluoro-6-[(2-furanylmethyl)(methyl)amino]-4-pyrimidinyl}hydrazino)-2-(cyclopentylmethyl)-3-oxopropyl](tetrahydro-2H-pyran-2-yloxy)formamide (0.6318 g, 1.145 mmol) was dissolved in acetic acid (8 mL) and water (2 mL). This reaction mixture was left to stir overnight. The volatiles were evaporated, and the resulting residue was purified by RP-HPLC to provide [(2R)-3-(2-{2-chloro-5-fluoro-6-[(2-furanylmethyl)(methyl)amino]-4-pyrimidinyl}hydrazino)-2-(cyclopentylmethyl)-3-oxop... Starting materials: CC1(CC=C(CC1C)C)C(C)=O (1-(1,4,6-trimethylcyclohex-3-en-1-yl)ethan-1-one), ( a ), ice, magnesium salt, C(C)(=O)O (acetic acid). Yields the product CC1(CC=C(CC1C)C)C(C)(C)O (2-(1,4,6-trimethylcyclohex-3-en-1-yl)propan-2-ol). RXN SMILES: [CH3:1][C:2]1([C:10](=[O:12])[CH3:11])[CH:7]([CH3:8])[CH2:6][C:5]([CH3:9])=[CH:4][CH2:3]1.[C:13](O)(=O)C>>[CH3:1][C:2]1([C:10]([OH:12])([CH3:13])[CH3:11])[CH:7]([CH3:8])[CH2:6][C:5]([CH3:9])=[CH:4][CH2:3]1. Procedure: 0.4 moles (66.4 g) 1-(1,4,6-trimethylcyclohex-3-en-1-yl)-ethan-1-one (as per Example 1) was then added dosewise at 70° C. to the reaction mixture according to (a). Then stirring was continued for another hour at 70° C. The reaction mixture was then cooled, poured on 300 g ice, and the precipitated magnesium salt was dissolved with 30 ml glacial acetic acid. Finally the phases were separated, the organic phase neutralized with sodium bicarbonate solution, the solvent drawn off and the residue sub... The reactants are ClC1=NC=CC(=N1)CC(=O)C=1C=C(C=CC1)NC(OCC=C)=O (2-Propen-1-yl {3-[(2-chloro-4-pyrimidinyl)acetyl]phenyl}carbamate), FC1=C(C(=O)OC)C(=CC=C1NC(=O)OCC=C)F (methyl 2,6-difluoro-3-{[(2-propen-1-yloxy)carbonyl]amino}benzoate), ClC1=NC=CC(=N1)C (2-chloro-4-methylpyrimidine). Yields the product ClC1=NC=CC(=N1)CC(=O)C=1C(=C(C=CC1F)NC(OCC=C)=O)F (2-Propen-1-yl {3-[(2-chloro-4-pyrimidinyl)acetyl]-2,4-difluorophenyl}carbamate). The yield is 60.2%. RXN SMILES: [Cl:1][C:2]1[N:7]=[C:6]([CH2:8]C(C2C=C(NC(=O)OCC=C)C=CC=2)=O)[CH:5]=[CH:4][N:3]=1.[F:24][C:25]1[C:34]([NH:35][C:36]([O:38][CH2:39][CH:40]=[CH2:41])=[O:37])=[CH:33][CH:32]=[C:31]([F:42])[C:26]=1[C:27]([O:29]C)=O.ClC1N=C(C)C=CN=1>>[Cl:1][C:2]1[N:7]=[C:6]([CH2:8][C:27]([C:26]2[C:25]([F:24])=[C:34]([NH:35][C:36](=[O:37])[O:38][CH2:39][CH:40]=[CH2:41])[CH:33]=[CH:32][C:31]=2[F:42])=[O:29])[CH:5]=[CH:4][N:3]=1. Procedure: Following a procedure analogous to the procedure described in Intermediate 11 using methyl 2,6-difluoro-3-{[(2-propen-1-yloxy)carbonyl]amino}benzoate (80 g, 295 mmol) and 2-chloro-4-methylpyrimidine (41.6 g, 324 mmol) the title compound of Step E was obtained (65 g, 60.2% yield). 1H NMR (400 MHz, DMSO-d6) δ ppm 9.49-9.60 (m, 1H), 8.72-8.77 (m, 0.3H), 8.58-8.64 (m, 0.6H), 7.57-7.83 (m, 2H), 7.15-7.25 (m, 1H), 5.89-6.01 (m, 1H), 5.75-5.82 (m, 0.6H), 5.20-5.40 (m, 2H), 4.55-4.62 (m, 2H), m/z (ES+):... Run in O1CCCC1 (tetrahydrofuran). Isolated yield 106.4%. Reaction SMILES: C([N-]C(C)C)(C)C.[Li+].[C:9]([O:14][CH2:15][CH3:16])(=[O:13])[CH:10]([CH3:12])[CH3:11].[CH3:17][O:18][C:19]1[CH:20]=[C:21]([CH:24]=[CH:25][CH:26]=1)[CH2:22]Cl>O1CCCC1>[CH2:15]([O:14][C:9](=[O:13])[C:10]([CH3:12])([CH3:11])[CH2:22][C:21]1[CH:24]=[CH:25][CH:26]=[C:19]([O:18][CH3:17])[CH:20]=1)[CH3:16] |f:0.1|. The reactants are C(C)(C)[N-]C(C)C.[Li+] (Lithium diisopropylamide), C(C(C)C)(=O)OCC (ethyl isobutyrate), COC=1C=C(CCl)C=CC1 (3-Methoxybenzyl chloride). Reaction conditions: time 1 hour. Product: C(C)OC(C(CC1=CC(=CC=C1)OC)(C)C)=O (ethyl-3-(3-methoxyphenyl)-2,2-dimethylpropanoate). Reported procedure: Lithium diisopropylamide (2 M in tetrahydrofuran, 2.71 mL, 5.42 mmol) was added to a mixture of ethyl isobutyrate (600 mg, 5.17 mmol) in tetrahydrofuran (60 mL) at −78° C. and stirred at this temperature for 1 hour. 3-Methoxybenzyl chloride (1.15 g, 7.34 mmol) was added dropwise and the reaction mixture was stirred at −78° C. for another 1 hour and then at room temperature overnight. The mixture was quenched by water and extracted with ethyl acetate. The combined organic fractions were washed wi... Reactants: CCOC(=O)N(CCC(Cc1ccc(OCOC)cc1)c1cccnc1)S(=O)(=O)c1ccc(Cl)cc1, CO, Cl. Yields the product CCOC(=O)N(CCC(Cc1ccc(O)cc1)c1cccnc1)S(=O)(=O)c1ccc(Cl)cc1. As a reaction SMILES: [CH2:1]([CH3:2])[O:3][C:4](=[O:5])[N:6]([S:7](=[O:8])(=[O:9])[c:10]1[cH:11][cH:12][c:13]([Cl:16])[cH:14][cH:15]1)[CH2:17][CH2:18][CH:19]([CH2:20][c:21]1[cH:22][cH:23][c:24]([O:27][CH2:28][O:29][CH3:30])[cH:25][cH:26]1)[c:31]1[cH:32][n:33][cH:34][cH:35][cH:36]1.[CH3:38][OH:39].[ClH:37]>>[CH2:1]([CH3:2])[O:3][C:4](=[O:5])[N:6]([S:7](=[O:8])(=[O:9])[c:10]1[cH:11][cH:12][c:13]([Cl:16])[cH:14][cH:15]1)[CH2:17][CH2:18][CH:19]([CH2:20][c:21]1[cH:22][cH:23][c:24]([OH:27])[cH:25][cH:26]1)[c:31]1[cH:32][n:33][cH:34][cH:35][cH:36]1.